Dataset: the Open Reaction Database (ORD), a public repository of structured organic reaction records. Task: describe an organic reaction: reactants, conditions, products, and yield Reactants: 4A, [Cr](=O)(=O)([O-])Cl.[NH+]1=CC=CC=C1 (pyridinium chlorochromate), C(C1=CC=CC=C1)OC(=O)NC1=C(C=CC(=C1)C(F)(F)F)CO (2-benzyloxycarbonylamino-4-trifluoromethyl-1-hydroxymethylbenzene), C(C)OCC (Diethyl ether). Solvent: C(Cl)Cl (methylene chloride). Run at time 45 minute. Product: C(C1=CC=CC=C1)OC(=O)NC1=C(C=O)C=CC(=C1)C(F)(F)F (2-benzyloxycarbonylamino-4-trifluoromethylbenzaldehyde). The yield is 80.0%. As a reaction SMILES: [Cr](Cl)([O-])(=O)=O.[NH+]1C=CC=CC=1.[CH2:12]([O:19][C:20]([NH:22][C:23]1[CH:28]=[C:27]([C:29]([F:32])([F:31])[F:30])[CH:26]=[CH:25][C:24]=1[CH2:33][OH:34])=[O:21])[C:13]1[CH:18]=[CH:17][CH:16]=[CH:15][CH:14]=1.C(OCC)C>C(Cl)Cl>[CH2:12]([O:19][C:20]([NH:22][C:23]1[CH:28]=[C:27]([C:29]([F:30])([F:31])[F:32])[CH:26]=[CH:25][C:24]=1[CH:33]=[O:34])=[O:21])[C:13]1[CH:14]=[CH:15][CH:16]=[CH:17][CH:18]=1 |f:0.1|. Procedure: Molecular Sieves 4A (20 g) and pyridinium chlorochromate (6.8 g, 31.5 mmol) were added to a solution of 2-benzyloxycarbonylamino-4-trifluoromethyl-1-hydroxymethylbenzene (6.83 g, 21.0 mmol), prepared in step (c), in methylene chloride (200 ml), and the mixture was stirred under ice cooling for 45 min. Diethyl ether was added to the reaction mixture, and the mixture was filtered through Florisil and silica gel. The solvent was then removed under reduced pressure to give 2-benzyloxycarbonylamino-4... The reactants are O=Cc1ccc(OCc2ccccc2)cc1OCc1ccccc1, C1CCNC1, CCO, COC(=O)c1cc([N+](=O)[O-])c(C)s1. Product: COC(=O)c1cc([N+](=O)[O-])c(C=Cc2ccc(OCc3ccccc3)cc2OCc2ccccc2)s1. As a reaction SMILES: [CH2:14]([c:15]1[cH:16][cH:17][cH:18][cH:19][cH:20]1)[O:21][c:22]1[c:23]([CH:24]=[O:25])[cH:26][cH:27][c:28]([O:30][CH2:31][c:32]2[cH:33][cH:34][cH:35][cH:36][cH:37]2)[cH:29]1.[CH2:38]1[CH2:39][NH:40][CH2:41][CH2:42]1.[CH3:43][CH2:44][OH:45].[N+:1](=[O:2])([O-:3])[c:4]1[cH:5][c:6]([C:10](=[O:11])[O:12][CH3:13])[s:7][c:8]1[CH3:9]>>[N+:1](=[O:2])([O-:3])[c:4]1[cH:5][c:6]([C:10](=[O:11])[O:12][CH3:13])[s:7][c:8]1[CH:9]=[CH:24][c:23]1[c:22]([O:21][CH2:14][c:15]2[cH:16][cH:17][cH:18][cH:19][cH:20]2)[cH:29][c:28]([O:30][CH2:31][c:32]2[cH:33][cH:34][cH:35][cH:36][cH:37]2)[cH:27][cH:26]1.